From a dataset of the Open Reaction Database (ORD), a public repository of structured organic reaction records. describe an organic reaction: reactants, conditions, products, and yield Starting materials: C(C)(=O)NC=1C(=C(C2=C(C=CO2)C1OC)OC)OCCCl (5-acetamido 6-(2-chloro ethoxy) 4,7dimethoxy benzofuran), CN1CCNCC1 (N-methyl piperazine). Run in C1(=CC=CC=C1)C (toluene). Yields the product C(C)(=O)NC=1C(=C(C2=C(C=CO2)C1OC)OC)OCCN1CCN(CC1)C (5-acetamido 4,7-dimethoxy 6-(4-methyl piperazino ethoxy) benzofuran). RXN SMILES: [C:1]([NH:4][C:5]1[C:6]([O:18][CH2:19][CH2:20]Cl)=[C:7]([O:16][CH3:17])[C:8]2[O:12][CH:11]=[CH:10][C:9]=2[C:13]=1[O:14][CH3:15])(=[O:3])[CH3:2].[CH3:22][N:23]1[CH2:28][CH2:27][NH:26][CH2:25][CH2:24]1>C1(C)C=CC=CC=1>[C:1]([NH:4][C:5]1[C:6]([O:18][CH2:19][CH2:20][N:26]2[CH2:27][CH2:28][N:23]([CH3:22])[CH2:24][CH2:25]2)=[C:7]([O:16][CH3:17])[C:8]2[O:12][CH:11]=[CH:10][C:9]=2[C:13]=1[O:14][CH3:15])(=[O:3])[CH3:2]. Procedure details: A solution of 15.5 g (0.05 mole) of 5-acetamido 6-(2-chloro ethoxy) 4,7dimethoxy benzofuran prepared in the preceding example and 15 g (0.15 mole) of N-methyl piperazine was brought to reflux for 8 hours in 100 ml of toluene. It was filtered and the filtrate evaporated under vacum the residue was taken up again in alcohol and hydrochloric alcohol was added. It was filtered and recrystallized in absolute alcohol. The reactants are CC(C)(C)[O-], ClCc1ccccc1, Fc1ccc2[nH]ccc2c1, [K+], C1COCCOCCOCCOCCOCCO1, O. Yields the product Fc1ccc2c(ccn2Cc2ccccc2)c1. As a reaction SMILES: [CH3:19][C:20]([CH3:21])([O-:22])[CH3:23].[Cl:35][CH2:36][c:37]1[cH:38][cH:39][cH:40][cH:41][cH:42]1.[F:25][c:26]1[cH:27][c:28]2[cH:29][cH:30][nH:31][c:32]2[cH:33][cH:34]1.[K+:24].[O:1]1[CH2:2][CH2:3][O:4][CH2:5][CH2:6][O:7][CH2:8][CH2:9][O:10][CH2:11][CH2:12][O:13][CH2:14][CH2:15][O:16][CH2:17][CH2:18]1.[OH2:43]>>[F:25][c:26]1[cH:27][c:28]2[cH:29][cH:30][n:31]([CH2:36][c:37]3[cH:38][cH:39][cH:40][cH:41][cH:42]3)[c:32]2[cH:33][cH:34]1. Reactants: Cl (hydrochloric acid), C([O-])([O-])=O.[K+].[K+] (Potassium carbonate), CN=C=O (methyl isocyanate), C(C)C=1C(=NNC1C)OC1=C(C=C(C=C1)C(F)(F)F)[N+](=O)[O-] (4-ethyl-5-methyl-3-(2-nitro-4-trifluoromethylphenyloxy)pyrazole). Run in C(C)(=O)OCC (ethyl acetate). Run at time 8 hour. Product: CNC(=O)N1N=C(C(=C1C)CC)OC1=C(C=C(C=C1)C(F)(F)F)[N+](=O)[O-] (N-methyl-4-ethyl-5-methyl-3-(2-nitro-4-trifluoromethylphenyloxy)pyrazole-1-carboxamide). The yield is 55.5%. As a reaction SMILES: C(=O)([O-])[O-].[K+].[K+].[CH3:7][N:8]=[C:9]=[O:10].[CH2:11]([C:13]1[C:14]([O:19][C:20]2[CH:25]=[CH:24][C:23]([C:26]([F:29])([F:28])[F:27])=[CH:22][C:21]=2[N+:30]([O-:32])=[O:31])=[N:15][NH:16][C:17]=1[CH3:18])[CH3:12].Cl>C(OCC)(=O)C>[CH3:7][NH:8][C:9]([N:16]1[C:17]([CH3:18])=[C:13]([CH2:11][CH3:12])[C:14]([O:19][C:20]2[CH:25]=[CH:24][C:23]([C:26]([F:29])([F:28])[F:27])=[CH:22][C:21]=2[N+:30]([O-:32])=[O:31])=[N:15]1)=[O:10] |f:0.1.2|. Procedure details: Potassium carbonate (0.50 g, 3.6 mmol) and methyl isocyanate (0.17 g, 3.0 mmol) were added to a solution of 4-ethyl-5-methyl-3-(2-nitro-4-trifluoromethylphenyloxy)pyrazole (1.13 g, 3.6 mmol) in ethyl acetate (20 ml), and the mixture was stirred at room temperature overnight. After completion of the reaction, the reaction mixture was poured into 2N hydrochloric acid and extracted with diethyl ether (20 ml×3). An organic layer was washed with water, dried over anhydrous magnesium sulfate and filte...